This data is from the Open Reaction Database (ORD), a public repository of structured organic reaction records. The task is: describe an organic reaction: reactants, conditions, products, and yield The reactants are C(C=C)(=O)N (Acrylamide), O1C(=NC2=C1C=CC=C2)N2[C@@H](CCCC2)C(=O)N[C@@H]2CNCC2 ((2S)-1-(1,3-benzoxazol-2-yl)-N2-[(3S)-pyrrolidin-3-yl]-2-piperidinecarboxamide). Solvent: C(C)OCC (diethyl ether), O (water). Product: N (ammonia), NC(=O)CCN1C[C@H](CC1)NC(=O)[C@H]1N(CCCC1)C=1OC2=C(N1)C=CC=C2 ((2S)-N2-[(3S)-1-(aminocarbonylethyl)pyrrolidin-3-yl]-1-(1,3-benzoxazol-2-yl)-2-piperidinecarboxamide). Yield: 83.9%. RXN SMILES: [C:1]([NH2:5])(=[O:4])[CH:2]=[CH2:3].[O:6]1[C:10]2[CH:11]=[CH:12][CH:13]=[CH:14][C:9]=2[N:8]=[C:7]1[N:15]1[CH2:20][CH2:19][CH2:18][CH2:17][C@H:16]1[C:21]([NH:23][C@H:24]1[CH2:28][CH2:27][NH:26][CH2:25]1)=[O:22]>C(OCC)C.O>[NH3:5].[NH2:5][C:1]([CH2:2][CH2:3][N:26]1[CH2:27][CH2:28][C@H:24]([NH:23][C:21]([C@@H:16]2[CH2:17][CH2:18][CH2:19][CH2:20][N:15]2[C:7]2[O:6][C:10]3[CH:11]=[CH:12][CH:13]=[CH:14][C:9]=3[N:8]=2)=[O:22])[CH2:25]1)=[O:4]. Reported procedure: Acrylamide (11.6 mg) was added to a solution of (2S)-1-(1,3-benzoxazol-2-yl)-N2-[(3S)-pyrrolidin-3-yl]-2-piperidinecarboxamide (51.6 mg) [see Example 4] in diethyl ether (3 ml). The reaction mixture was refluxed for 18 hours, after which time the ethereal layer was diluted with water. The aqueous layer was separated and then extracted with ethyl acetate. The combined organic layers were dried over magnesium sulphate and the solvent removed under reduced pressure. The crude product was purified b...